This data is from the Open Reaction Database (ORD), a public repository of structured organic reaction records. The task is: describe an organic reaction: reactants, conditions, products, and yield The reactants are O=N[O-], Cc1nsc(N)n1, [Na+], O=S(=O)(O)O. RXN SMILES: [N:8](=[O:9])[O-:10].[NH2:1][c:2]1[n:3][c:4]([CH3:7])[n:5][s:6]1.[Na+:11].[S:12](=[O:13])(=[O:14])([OH:15])[OH:16]>>[NH:1]([c:2]1[n:3][c:4]([CH3:7])[n:5][s:6]1)[N:8]=[O:9]. Product: Cc1nsc(NN=O)n1. Reactants: FC=1C=C2[C@](CCOC2=CC1)(C(=O)O)NC(=O)N ((R)-6-fluoro-4-ureidochroman-4-carboxylic acid), [Mn](=O)(=O)(=O)[O-].[K+] (potassium permanganate). The product is FC=1C=C2C(CCOC2=CC1)=O (6-Fluoro-4-chromanone). Reaction SMILES: [F:1][C:2]1[CH:3]=[C:4]2[C:9](=[CH:10][CH:11]=1)[O:8][CH2:7][CH2:6][C@:5]2(NC(N)=O)C(O)=O.[Mn]([O-])(=O)(=O)=[O:20].[K+]>>[F:1][C:2]1[CH:3]=[C:4]2[C:9](=[CH:10][CH:11]=1)[O:8][CH2:7][CH2:6][C:5]2=[O:20] |f:1.2|. Reported procedure: The title compound can be prepared by oxidation of (R)-6-fluoro-4-ureidochroman-4-carboxylic acid with potassium permanganate, using the procedure of Example 1. Starting materials: C1(CC1)C1=CN=CC(=N1)C(OCC)=N (ethyl 6-cyclopropylpyrazine-2-carbimidate), C1(CC1)C1=CN=CC(=N1)C(OCC)=N (ethyl 6-cyclopropylpyrazine-2-carbimidate), NC=1C=CC(=NC1N)N1C[C@@H](OCC1)C(=O)N1CCCC1 ((R)-(4-(5,6-diaminopyridin-2-yl)morpholin-2-yl)(pyrrolidin-1-yl)methanone), Cl.Cl.NC=1C=CC(=NC1N)N1C[C@@H](OCC1)C(=O)N1CCCC1 ((R)-(4-(5,6-Diaminopyridin-2-yl)morpholin-2-yl)(pyrrolidin-1-yl)methanone dihydrochloride). Yields the product C1(CC1)C1=CN=CC(=N1)C1=NC=2C(=NC(=CC2)N2C[C@@H](OCC2)C(=O)N2CCCC2)N1 ((R)-(4-(2-(6-Cyclopropylpyrazin-2-yl)-3H-imidazo[4,5-b]pyridin-5-yl)morpholin-2-yl)(pyrrolidin-1-yl)methanone). As a reaction SMILES: [CH:1]1([C:4]2[N:9]=[C:8]([C:10](=[NH:14])OCC)[CH:7]=[N:6][CH:5]=2)[CH2:3][CH2:2]1.[NH2:15][C:16]1[CH:17]=[CH:18][C:19]([N:23]2[CH2:28][CH2:27][O:26][C@@H:25]([C:29]([N:31]3[CH2:35][CH2:34][CH2:33][CH2:32]3)=[O:30])[CH2:24]2)=[N:20][C:21]=1N.Cl.Cl.NC1C=CC(N2CCO[C@@H](C(N3CCCC3)=O)C2)=NC=1N>>[CH:1]1([C:4]2[N:9]=[C:8]([C:10]3[NH:14][C:21]4=[N:20][C:19]([N:23]5[CH2:28][CH2:27][O:26][C@@H:25]([C:29]([N:31]6[CH2:32][CH2:33][CH2:34][CH2:35]6)=[O:30])[CH2:24]5)=[CH:18][CH:17]=[C:16]4[N:15]=3)[CH:7]=[N:6][CH:5]=2)[CH2:2][CH2:3]1 |f:2.3.4|. Procedure details: The title compound was prepared by a method analogous to Example 105 using ethyl 6-cyclopropylpyrazine-2-carbimidate (Intermediate 30) and (R)-(4-(5,6-diaminopyridin-2-yl)morpholin-2-yl)(pyrrolidin-1-yl)methanone (Intermediate 29). MS (ESI+) (M+H) 420.2; HPLC retention time 2.432 min (Method A). The reactants are 1,5-diaza[5,4,0]undec-5-ene, CC=1C=C2NC=C(CCN)C2=CC1 (6-methyltryptamine), ClCC#N (chloroacetonitrile). Run in C(Cl)Cl (methylene chloride), O1CCCC1 (tetrahydrofuran). Reaction conditions: time 15 hour. Product: CC1=CC=C2C(=CNC2=C1)CCNCC#N (2-[[2-(6-methyl-1H-indol-3-yl)-ethyl]-amino]-acetonitrile). RXN SMILES: [CH3:1][C:2]1[CH:3]=[C:4]2[C:11](=[CH:12][CH:13]=1)[C:7]([CH2:8][CH2:9][NH2:10])=[CH:6][NH:5]2.Cl[CH2:15][C:16]#[N:17]>O1CCCC1.C(Cl)Cl>[CH3:1][C:2]1[CH:3]=[C:4]2[C:11]([C:7]([CH2:8][CH2:9][NH:10][CH2:15][C:16]#[N:17])=[CH:6][NH:5]2)=[CH:12][CH:13]=1. Reported procedure: 17 g of 6-methyltryptamine were dissolved at 40° C. under inert atmosphere in 500 ml of tetrahydrofuran, and the solution was allowed to return to ambient temperature. 14.6 ml of 1,5-diaza[5,4,0]undec-5-ene were added followed by 6.2 ml of chloroacetonitrile and stirring for 15 hours. The solvent was eliminated under reduced pressure and the residue was taken up in 250 ml of methylene chloride, washed with water, dried and concentrated to dryness. The 25 g of crude product was purified by chroma... The reactants are Cl.CN1N=CC=C1NC=1C=C2C(CC3(CCNCC3)OC2=CC1)=O (6-[(1-Methyl-1H-pyrazol-5-yl)amino]spiro[chroman-2,4′-piperidin]-4-one hydrochloride), O.ON1N=NC2=C1C=CC=C2 (1-hydroxybenzotriazole monohydrate), Cl.CN(CCCN=C=NCC)C (1-(3-dimethylaminopropyl)-3-ethylcarbodiimide hydrochloride), N1(CCCC1)C=1C=C(C(=O)O)C=C(C1)C1=NN=NN1 (3-(pyrrolidin-1-yl)-5-(tetrazol-5-yl)benzoic acid). Run in CN(C)C=O (DMF), O (water), C(C)N(CC)CC (triethylamine), O (Water). Conditions: temperature 90 celsius, time 30 minute. The product is CN1N=CC=C1NC=1C=C2C(CC3(CCN(CC3)C(=O)C3=CC(=CC(=C3)C3=NN=NN3)N3CCCC3)OC2=CC1)=O (6-[(1-Methyl-1H-pyrazol-5-yl)amino]-1′-{[3-(pyrrolidin-1-yl)-5-(tetrazol-5-yl)phenyl]carbonyl}spiro[chroman-2,4′-piperidin]-4-one). Reaction SMILES: Cl.[CH3:2][N:3]1[C:7]([NH:8][C:9]2[CH:10]=[C:11]3[C:21](=[CH:22][CH:23]=2)[O:20][C:14]2([CH2:19][CH2:18][NH:17][CH2:16][CH2:15]2)[CH2:13][C:12]3=[O:24])=[CH:6][CH:5]=[N:4]1.O.ON1C2C=CC=CC=2N=N1.Cl.CN(C)CCCN=C=NCC.[N:48]1([C:53]2[CH:54]=[C:55]([CH:59]=[C:60]([C:62]3[NH:66][N:65]=[N:64][N:63]=3)[CH:61]=2)[C:56](O)=[O:57])[CH2:52][CH2:51][CH2:50][CH2:49]1>O.CN(C=O)C.C(N(CC)CC)C>[CH3:2][N:3]1[C:7]([NH:8][C:9]2[CH:10]=[C:11]3[C:21](=[CH:22][CH:23]=2)[O:20][C:14]2([CH2:15][CH2:16][N:17]([C:56]([C:55]4[CH:59]=[C:60]([C:62]5[NH:63][N:64]=[N:65][N:66]=5)[CH:61]=[C:53]([N:48]5[CH2:52][CH2:51][CH2:50][CH2:49]5)[CH:54]=4)=[O:57])[CH2:18][CH2:19]2)[CH2:13][C:12]3=[O:24])=[CH:6][CH:5]=[N:4]1 |f:0.1,2.3,4.5|. Reported procedure: 6-[(1-Methyl-1H-pyrazol-5-yl)amino]spiro[chroman-2,4′-piperidin]-4-one hydrochloride (46 mg), 1-hydroxybenzotriazole monohydrate (17 mg), 1-(3-dimethylaminopropyl)-3-ethylcarbodiimide hydrochloride (27 mg), triethylamine (34 μL) and water (660 μL) were added in that order to a DMF (2 mL) solution of 3-(pyrrolidin-1-yl)-5-(tetrazol-5-yl)benzoic acid (27 mg), and stirred at 90° C. for 2 hours and 30 minutes. Water was added to the reaction liquid, and the formed precipitate was taken out through f...